Task: describe an organic reaction: reactants, conditions, products, and yield. Dataset: the Open Reaction Database (ORD), a public repository of structured organic reaction records Starting materials: C=C[Sn](CCCC)(CCCC)CCCC, [Cl-], O=S(=O)(Oc1cccc2c1nc(COc1ccc(Cl)cc1)n2S(=O)(=O)C(F)(F)F)C(F)(F)F, [I-], [Li+], C1CCOC1, [Pd], [Pd], c1ccc(P(c2ccccc2)c2ccccc2)cc1, c1ccc(P(c2ccccc2)c2ccccc2)cc1, c1ccc(P(c2ccccc2)c2ccccc2)cc1, c1ccc(P(c2ccccc2)c2ccccc2)cc1. Yields the product C=Cc1cccc2c1nc(COc1ccc(Cl)cc1)n2S(=O)(=O)C(F)(F)F. Reaction SMILES: [CH:36](=[CH2:37])[Sn:38]([CH2:39][CH2:40][CH2:41][CH3:42])([CH2:43][CH2:44][CH2:45][CH3:46])[CH2:47][CH2:48][CH2:49][CH3:50].[Cl-:35].[F:1][C:2]([F:3])([F:4])[S:5]([O:6][c:7]1[cH:8][cH:9][cH:10][c:11]2[n:12]([S:25](=[O:26])(=[O:27])[C:28]([F:29])([F:30])[F:31])[c:13]([CH2:16][O:17][c:18]3[cH:19][cH:20][c:21]([Cl:24])[cH:22][cH:23]3)[n:14][c:15]12)(=[O:32])=[O:33].[I-:51].[Li+:34].[O:130]1[CH2:131][CH2:132][CH2:133][CH2:134]1.[Pd:129].[Pd:52].[c:110]1([P:111]([c:112]2[cH:113][cH:114][cH:115][cH:116][cH:117]2)[c:118]2[cH:119][cH:120][cH:121][cH:122][cH:123]2)[cH:124][cH:125][cH:126][cH:127][cH:128]1.[c:53]1([P:54]([c:55]2[cH:56][cH:57][cH:58][cH:59][cH:60]2)[c:61]2[cH:62][cH:63][cH:64][cH:65][cH:66]2)[cH:67][cH:68][cH:69][cH:70][cH:71]1.[c:72]1([P:73]([c:74]2[cH:75][cH:76][cH:77][cH:78][cH:79]2)[c:80]2[cH:81][cH:82][cH:83][cH:84][cH:85]2)[cH:86][cH:87][cH:88][cH:89][cH:90]1.[c:91]1([P:92]([c:93]2[cH:94][cH:95][cH:96][cH:97][cH:98]2)[c:99]2[cH:100][cH:101][cH:102][cH:103][cH:104]2)[cH:105][cH:106][cH:107][cH:108][cH:109]1>>[c:7]1([CH:36]=[CH2:37])[cH:8][cH:9][cH:10][c:11]2[n:12]([S:25](=[O:26])(=[O:27])[C:28]([F:29])([F:30])[F:31])[c:13]([CH2:16][O:17][c:18]3[cH:19][cH:20][c:21]([Cl:24])[cH:22][cH:23]3)[n:14][c:15]12. Starting materials: C1(CC1)N1CCN(CC1)C=1SC2=C(N1)C=CC(=C2)C=O (2-(4-cyclopropylpiperazin-1-yl)benzothiazole-6-carboxaldehyde), N1CCCC1 (pyrrolidine), C(C)(=O)O (acetic acid), [BH3-]C#N.[Na+] (NaCNBH3). Solvent: CO (MeOH), C1CCOC1 (THF). Conditions: temperature 63 celsius, time 8 hour. The product is C1(CC1)N1CCN(CC1)C=1SC2=C(N1)C=CC(=C2)CN2CCCC2 (2-(4-cyclopropylpiperazin-1-yl)-6-(pyrrolidin-1-ylmethyl)-benzothiazole). The yield is 54.6%. As a reaction SMILES: [CH:1]1([N:4]2[CH2:9][CH2:8][N:7]([C:10]3[S:11][C:12]4[CH:18]=[C:17]([CH:19]=O)[CH:16]=[CH:15][C:13]=4[N:14]=3)[CH2:6][CH2:5]2)[CH2:3][CH2:2]1.[NH:21]1[CH2:25][CH2:24][CH2:23][CH2:22]1.C(O)(=O)C.[BH3-]C#N.[Na+]>CO.C1COCC1>[CH:1]1([N:4]2[CH2:9][CH2:8][N:7]([C:10]3[S:11][C:12]4[CH:18]=[C:17]([CH2:19][N:21]5[CH2:25][CH2:24][CH2:23][CH2:22]5)[CH:16]=[CH:15][C:13]=4[N:14]=3)[CH2:6][CH2:5]2)[CH2:3][CH2:2]1 |f:3.4|. Reported procedure: To a solution of 2-(4-cyclopropylpiperazin-1-yl)benzothiazole-6-carboxaldehyde (500 mg, 1.7 mmol) in MeOH (14 mL) and THF (28 mL) was added pyrrolidine (242 mg, 3.4 mmol), acetic acid (22 mg, 0.4 mmol) and NaCNBH3 (158 mg, 2.7 mmol). The mixture was stirred at 63° C. overnight. Then the mixture was concentrated under reduced pressure and dichloromethane (15 mL) was added. The mixture was washed with brine and the organic phase was dried (MgSO4) and concentrated under reduced pressure. The residu... Reactants: C(C)(C)(C)C=1C=C2C=NN(C(C2=C(C1)F)=O)C1=C(C=O)C(=CC=N1)C1=CN(C(C(=C1)NC1=NC=C(C=C1)N1[C@H](CN([C@@H](C1)C)C1COC1)C)=O)C (2-(6-tert-Butyl-8-fluoro-1-oxophthalazin-2(1H)-yl)-4-(5-(5-((2S,5R)-2,5-dimethyl-4-(oxetan-3-yl)piperazin-1-yl)pyridin-2-ylamino)-1-methyl-6-oxo-1,6-dihydropyridin-3-yl)nicotinaldehyde), [BH4-].[Na+] (NaBH4). Run in CO (MeOH). Run at temperature 30 celsius, time 2 hour. Product: C(C)(C)(C)C=1C=C2C=NN(C(C2=C(C1)F)=O)C1=NC=CC(=C1CO)C1=CN(C(C(=C1)NC1=NC=C(C=C1)N1[C@H](CN([C@@H](C1)C)C1COC1)C)=O)C (6-tert-Butyl-2-(4-(5-(5-((2S,5R)-2,5-dimethyl-4-(oxetan-3-yl)piperazin-1-yl)pyridin-2-ylamino)-1-methyl-6-oxo-1,6-dihydropyridin-3-yl)-3-(hydroxymethyl)pyridin-2-yl)-8-fluorophthalazin-1(2H)-one). The yield is 76.8%. Reaction SMILES: [C:1]([C:5]1[CH:6]=[C:7]2[C:12](=[C:13]([F:15])[CH:14]=1)[C:11](=[O:16])[N:10]([C:17]1[N:24]=[CH:23][CH:22]=[C:21]([C:25]3[CH:30]=[C:29]([NH:31][C:32]4[CH:37]=[CH:36][C:35]([N:38]5[CH2:43][C@@H:42]([CH3:44])[N:41]([CH:45]6[CH2:48][O:47][CH2:46]6)[CH2:40][C@@H:39]5[CH3:49])=[CH:34][N:33]=4)[C:28](=[O:50])[N:27]([CH3:51])[CH:26]=3)[C:18]=1[CH:19]=[O:20])[N:9]=[CH:8]2)([CH3:4])([CH3:3])[CH3:2].[BH4-].[Na+]>CO>[C:1]([C:5]1[CH:6]=[C:7]2[C:12](=[C:13]([F:15])[CH:14]=1)[C:11](=[O:16])[N:10]([C:17]1[C:18]([CH2:19][OH:20])=[C:21]([C:25]3[CH:30]=[C:29]([NH:31][C:32]4[CH:37]=[CH:36][C:35]([N:38]5[CH2:43][C@@H:42]([CH3:44])[N:41]([CH:45]6[CH2:48][O:47][CH2:46]6)[CH2:40][C@@H:39]5[CH3:49])=[CH:34][N:33]=4)[C:28](=[O:50])[N:27]([CH3:51])[CH:26]=3)[CH:22]=[CH:23][N:24]=1)[N:9]=[CH:8]2)([CH3:2])([CH3:3])[CH3:4] |f:1.2|. Procedure details: A mixture of 110a (100 mg, 0.15 mmol) and NaBH4 (20 mg, 0.45 mmol) in MeOH (30 mL) was stirred at 30° C. for 2 h. The mixture was quenched with water and extracted with EtOAc (10 mL×3). The combined EtOAc extract was concentrated under reduced pressure and the residue was purified by reverse-phase prep-HPLC to afford 110 (80 mg, 80%). MS: [M+H]+ 695.3. 1H NMR (500 MHz, CDCl3) δ 8.72 (d, J=2, 1H), 8.67 (d, J=5, 1H), 8.35 (d, J=2.5, 1H), 8.05 (d, J=3, 1H), 7.88 (s, 1H), 7.68 (d, J=2.5, 1H), 7.58-7...